This data is from the Open Reaction Database (ORD), a public repository of structured organic reaction records. The task is: describe an organic reaction: reactants, conditions, products, and yield Reactants: C(C)OC(=O)C1=C(NC(=C(C1C1=CC(=CC=C1)Cl)C(=O)OCC)C)C=CN(C)C (1,4-dihydro-4-(3-chlorophenyl)-2-(2-dimethylamino ethenyl)-6-methyl pyridine-3,5-dicarboxylic acid diethyl ester), O (Water). The solvent is N (ammonia), C(C)O (ethanol). The product is C(C)OC(=O)C1=C(NC=2C=CNC(C2C1C1=CC(=CC=C1)Cl)=O)C (1,4,5,6-tetrahydro-4-(3-chlorophenyl)-2-methyl-5-oxo-1,6-naphthyridine-3-carboxylic acid ethyl ester). As a reaction SMILES: C([O:3][C:4]([C:6]1[CH:11]([C:12]2[CH:17]=[CH:16][CH:15]=[C:14]([Cl:18])[CH:13]=2)[C:10]([C:19]([O:21][CH2:22][CH3:23])=[O:20])=[C:9]([CH3:24])[NH:8][C:7]=1[CH:25]=[CH:26][N:27](C)C)=O)C.O>N.C(O)C>[CH2:22]([O:21][C:19]([C:10]1[CH:11]([C:12]2[CH:17]=[CH:16][CH:15]=[C:14]([Cl:18])[CH:13]=2)[C:6]2[C:4](=[O:3])[NH:27][CH:26]=[CH:25][C:7]=2[NH:8][C:9]=1[CH3:24])=[O:20])[CH3:23]. Procedure details: 6.0 g (14.3 mmol) 1,4-dihydro-4-(3-chlorophenyl)-2-(2-dimethylamino ethenyl)-6-methyl pyridine-3,5-dicarboxylic acid diethyl ester are kept for six hours at boiling temperature in a mixture of 60 ml concentrated aqueous ammonia solution and 60 ml ethanol. After cooling, the solution is reduced to half the volume under vacuum. Water is added and the solution is extracted twice with chloroform. The chloroform solution is washed with a small amount of water and dried over sodium sulfate. The residu... Starting materials: Cc1cn(-c2ccc(Br)cc2C#N)cn1, CC(c1ccccc1)n1cnc(N)n1. Product: Cc1cn(-c2ccc(Nc3ncn(C(C)c4ccccc4)n3)cc2C#N)cn1. RXN SMILES: [Br:1][c:2]1[cH:3][cH:4][c:5](-[n:10]2[cH:11][n:12][c:13]([CH3:15])[cH:14]2)[c:6]([C:7]#[N:8])[cH:9]1.[c:16]1([CH:22]([CH3:23])[n:24]2[n:25][c:26]([NH2:29])[n:27][cH:28]2)[cH:17][cH:18][cH:19][cH:20][cH:21]1>>[c:2]1([NH:29][c:26]2[n:25][n:24]([CH:22]([c:16]3[cH:17][cH:18][cH:19][cH:20][cH:21]3)[CH3:23])[cH:28][n:27]2)[cH:3][cH:4][c:5](-[n:10]2[cH:11][n:12][c:13]([CH3:15])[cH:14]2)[c:6]([C:7]#[N:8])[cH:9]1.